Dataset: the Open Reaction Database (ORD), a public repository of structured organic reaction records. Task: describe an organic reaction: reactants, conditions, products, and yield The reactants are NN1C(=NC2=CC=CC=C2C1=O)COC1=CC=CC=C1 (3-Amino-2-phenoxymethyl-4(3H)-quinazolinone), C12(CC3CC(CC(C1)C3)C2)CC(=O)Cl (1-adamantaneacetyl chloride). Product: C12(CC3CC(CC(C1)C3)C2)CC(=O)NN2C(=NC3=CC=CC=C3C2=O)COC2=CC=CC=C2 (2-(1-adamantyl)-N-[4-oxo-2-(phenoxymethyl)quinazolin-3(4H)-yl]acetamide). As a reaction SMILES: [NH2:1][N:2]1[C:11](=[O:12])[C:10]2[C:5](=[CH:6][CH:7]=[CH:8][CH:9]=2)[N:4]=[C:3]1[CH2:13][O:14][C:15]1[CH:20]=[CH:19][CH:18]=[CH:17][CH:16]=1.[C:21]12([CH2:31][C:32](Cl)=[O:33])[CH2:30][CH:25]3[CH2:26][CH:27]([CH2:29][CH:23]([CH2:24]3)[CH2:22]1)[CH2:28]2>>[C:21]12([CH2:31][C:32]([NH:1][N:2]3[C:11](=[O:12])[C:10]4[C:5](=[CH:6][CH:7]=[CH:8][CH:9]=4)[N:4]=[C:3]3[CH2:13][O:14][C:15]3[CH:16]=[CH:17][CH:18]=[CH:19][CH:20]=3)=[O:33])[CH2:28][CH:27]3[CH2:26][CH:25]([CH2:24][CH:23]([CH2:29]3)[CH2:22]1)[CH2:30]2. Procedure: 3-Amino-2-phenoxymethyl-4(3H)-quinazolinone and 1-adamantaneacetyl chloride were reacted as described in Example 5 to provide the title compound. 1H NMR (300 MHz, DMSO-d6) δ ppm 1.50-1.64 (m, 9H), 1.84 (br s, 3H), 2.03-2.15 (m, 2H), 4.96-5.07 (m, 2H), 6.94-7.03 (m, 3H), 7.27-7.34 (m, 2H), 7.59-7.64 (m, 1H), 7.72 (d, J=7.8 Hz, 1H), 7.87-7.92 (m, 1H), 8.18 (dd, J=8.0, 1.2 Hz, 1H), 10.91 (s, 1H) ppm; MS (DCI/NH3) m/z 444 (M+H)+; Elemental Analysis Calculated for C27H29N3O3.H2O: C, 70.26; H, 6.77; N... The reagents and catalysts are CN(C)C=O (DMF). The reactants are ClC1=C(C=C(C(=O)O)C=C1)[N+](=O)[O-] (4-chloro-3-nitrobenzoic acid), O=S(Cl)Cl (SOCl2), CC(C)([O-])C.[K+] (potassium t-butoxide). Procedure details: A solution of 4-chloro-3-nitrobenzoic acid (10.03 g, 50 mmol), SOCl2 (4.4 mL, 60 mmol) and DMF (4 drops) in 1,2-dichloroethane (150 mL) was stirred under reflux for 14 h, cooled and evaporated. The resulting crude acid chloride was dissolved in THF (100 mL), cooled to 0° C., and a solution of potassium t-butoxide (5.57 g, 50 mmol) in THF (150 mL) was added dropwise over 30 min under nitrogen. The mixture was stirred a further 15 min at 0° C., diluted with aqueous NaHCO3 and extracted with EtOAc ... As a reaction SMILES: [Cl:1][C:2]1[CH:10]=[CH:9][C:5]([C:6]([OH:8])=[O:7])=[CH:4][C:3]=1[N+:11]([O-:13])=[O:12].O=S(Cl)Cl.[CH3:18][C:19]([CH3:22])([O-])[CH3:20].[K+]>CN(C=O)C.ClCCCl.C1COCC1.C([O-])(O)=O.[Na+]>[Cl:1][C:2]1[CH:10]=[CH:9][C:5]([C:6]([O:8][C:19]([CH3:22])([CH3:20])[CH3:18])=[O:7])=[CH:4][C:3]=1[N+:11]([O-:13])=[O:12] |f:2.3,7.8|. The yield is 88.9%. Solvent: ClCCCl (1,2-dichloroethane), C1CCOC1 (THF), C(=O)(O)[O-].[Na+] (NaHCO3). Yields the product ClC1=C(C=C(C(=O)OC(C)(C)C)C=C1)[N+](=O)[O-] (t-butyl 4-chloro-3-nitrobenzoate). Run at temperature 0 celsius, time 15 minute.